describe an organic reaction: reactants, conditions, products, and yield From a dataset of the Open Reaction Database (ORD), a public repository of structured organic reaction records. Reaction SMILES: [CH3:1][S:2]([C:5]1[CH:10]=[CH:9][C:8]([C@@H:11]([CH2:15][C@H:16]2[CH2:20][CH2:19][C:18](=[O:21])[CH2:17]2)[C:12](O)=[O:13])=[CH:7][C:6]=1[CH3:22])(=[O:4])=[O:3].C(Cl)(=O)C(Cl)=O.[C:29]([Si:33]([CH3:44])([CH3:43])[O:34][CH2:35][CH2:36][N:37]1[CH:41]=[CH:40][C:39]([NH2:42])=[N:38]1)([CH3:32])([CH3:31])[CH3:30].N1C(C)=CC=CC=1C>C(Cl)Cl.CN(C)C=O>[C:29]([Si:33]([CH3:44])([CH3:43])[O:34][CH2:35][CH2:36][N:37]1[CH:41]=[CH:40][C:39]([NH:42][C:12](=[O:13])[C@@H:11]([C:8]2[CH:9]=[CH:10][C:5]([S:2]([CH3:1])(=[O:3])=[O:4])=[C:6]([CH3:22])[CH:7]=2)[CH2:15][C@H:16]2[CH2:20][CH2:19][C:18](=[O:21])[CH2:17]2)=[N:38]1)([CH3:32])([CH3:31])[CH3:30]. Yields the product C(C)(C)(C)[Si](OCCN1N=C(C=C1)NC([C@H](C[C@@H]1CC(CC1)=O)C1=CC(=C(C=C1)S(=O)(=O)C)C)=O)(C)C ((R)—N-{1-[2-(tert-butyl-dimethyl-silanyloxy)-ethyl]-1H-pyrazol-3-yl}-2-(4-methanesulfonyl-3-methyl-phenyl)-3-((R)-3-oxo-cyclopentyl)-propionamide). Procedure: (R)-2-(4-methanesulfonyl-3-methyl-phenyl)-3-((R)-3-oxo-cyclopentyl)-propionic acid (85 mg, 0.26 mmol) was dissolved in methylene chloride (2 mL) and N,N-dimethylformamide (three drops) at 25° C. under argon. To this solution was added dropwise a solution of oxalyl chloride in methylene chloride (2 M solution, 140 μL, 0.27 mmol) which produced gas evolution and it was then stirred at 25° C. for 30 minutes after which time it was concentrated in vacuo. The residue was then dissolved in methylene c... Reactants: C(C)(C)(C)[Si](OCCN1N=C(C=C1)N)(C)C (1-[2-(tert-butyl-dimethyl-silanyloxy)-ethyl]-1H-pyrazol-3-ylamine), N1=C(C=CC=C1C)C (2,6-lutidine), CS(=O)(=O)C1=C(C=C(C=C1)[C@H](C(=O)O)C[C@@H]1CC(CC1)=O)C ((R)-2-(4-methanesulfonyl-3-methyl-phenyl)-3-((R)-3-oxo-cyclopentyl)-propionic acid), C(C(=O)Cl)(=O)Cl (oxalyl chloride). Reagents/catalysts: CN(C=O)C (N,N-dimethylformamide). The yield is 76.5%. Reaction conditions: temperature 25 celsius, time 30 minute. Solvent: C(Cl)Cl (methylene chloride), C(Cl)Cl (methylene chloride), C(Cl)Cl (methylene chloride). Reactants: CC(=O)OI1(C=2C=CC=CC2C(=O)O1)(OC(=O)C)OC(=O)C (Dess-Martin periodinane), C(C)OC(CC(C(C(CC1=CC=CC=C1)NC(=O)OCC1=CC=CC=C1)O)=O)=O (4-hydroxy-6-phenyl-5-[((phenylmethoxy)carbonyl)amino]-3-oxohexanoic acid ethyl ester), FC(C(=O)O)(F)F (trifluoroacetic acid). The solvent is C(C)#N (acetonitrile). Conditions: time 48 hour. Product: C(C)OC(CC(C(C(CC1=CC=CC=C1)NC(=O)OCC1=CC=CC=C1)=O)=O)=O (3,4-Dioxo-5-[((phenylmethoxy)carbonyl)amino]-6-phenylhexanoic Acid Ethyl Ester). As a reaction SMILES: [CH2:1]([O:3][C:4](=[O:29])[CH2:5][C:6](=[O:28])[CH:7]([OH:27])[CH:8]([NH:16][C:17]([O:19][CH2:20][C:21]1[CH:26]=[CH:25][CH:24]=[CH:23][CH:22]=1)=[O:18])[CH2:9][C:10]1[CH:15]=[CH:14][CH:13]=[CH:12][CH:11]=1)[CH3:2].CC(OI1(OC(C)=O)(OC(C)=O)OC(=O)C2C=CC=CC1=2)=O.FC(F)(F)C(O)=O>C(#N)C>[CH2:1]([O:3][C:4](=[O:29])[CH2:5][C:6](=[O:28])[C:7](=[O:27])[CH:8]([NH:16][C:17]([O:19][CH2:20][C:21]1[CH:22]=[CH:23][CH:24]=[CH:25][CH:26]=1)=[O:18])[CH2:9][C:10]1[CH:15]=[CH:14][CH:13]=[CH:12][CH:11]=1)[CH3:2]. Procedure details: A solution of 4-hydroxy-6-phenyl-5-[((phenylmethoxy)carbonyl)amino]-3-oxohexanoic acid ethyl ester (397 mg, 1.0 mmol) is dissolved in acetonitrile (15 ml) and the Dess-Martin periodinane (1.27 g, 3.0 mmol)) is added. To the mixture trifluoroacetic acid (342 mg, 3.0 mmol) is added and the mixture is stirred for 48 h. The solvent is removed in vacuo and EtOAc (100 ml) is added, followed by the addition of a solution of NaHCO3 (0.80 g) and Na2S2O3 (1.41 g) in H2O (25 ml). The organic layer is separ... Starting materials: C(CC)(=O)O.C(CC)(=O)O.O[C@@H]1[C@]2(C)[C@@H](CC1)[C@@H]1CCC3=CC(CC[C@]3(CO)[C@H]1CC2)=O (17β,19-Dihydroxy-4-androsten-3-one dipropionate), ClC1=C(C(C(=C(C1=O)C#N)C#N)=O)Cl (dichlorodicyanobenzoquinone). Run in O1CCOCC1 (dioxane). The product is C(CC)(=O)O.C(CC)(=O)O.O[C@@H]1[C@]2(C)[C@@H](CC1)[C@@H]1CCC3=CC(C=C[C@]3(CO)[C@H]1CC2)=O (17β,19-dihydroxy-1,4-androstadien-3-one dipropionate). RXN SMILES: [C:1]([OH:5])(=[O:4])[CH2:2][CH3:3].[C:6]([OH:10])(=[O:9])[CH2:7][CH3:8].[OH:11][C@H:12]1[CH2:17][CH2:16][C@H:15]2[C@H:18]3[C@H:29]([CH2:30][CH2:31][C@:13]12[CH3:14])[C@:26]1([CH2:27][OH:28])[C:21](=[CH:22][C:23](=[O:32])[CH2:24][CH2:25]1)[CH2:20][CH2:19]3.ClC1C(=O)C(C#N)=C(C#N)C(=O)C=1Cl>O1CCOCC1>[C:1]([OH:5])(=[O:4])[CH2:2][CH3:3].[C:6]([OH:10])(=[O:9])[CH2:7][CH3:8].[OH:11][C@H:12]1[CH2:17][CH2:16][C@H:15]2[C@H:18]3[C@H:29]([CH2:30][CH2:31][C@:13]12[CH3:14])[C@:26]1([CH2:27][OH:28])[C:21](=[CH:22][C:23](=[O:32])[CH:24]=[CH:25]1)[CH2:20][CH2:19]3 |f:0.1.2,5.6.7|. Procedure details: 17β,19-Dihydroxy-4-androsten-3-one dipropionate and dichlorodicyanobenzoquinone are refluxed in anhydrous dioxane for a period of 48 hours. The mixture is cooled and filtered and the filtrate concentrated under vacuum. Methylenechloride is added and the resulting mixture filtered. The filtrate is washed well with water, dried over sodium sulfate and the solvent removed. Chromatography of the residue on silica gel and elution with methylenechloride provides a solid which is crystallized from acet... The reactants are ClC=1C=C(C(=O)NC=2C=NC(=CC2)OC2=C3CCC(C3=CC=C2)=O)C=CC1Cl (3,4-dichloro-N1-{6-[(1-oxo-2,3-dihydro-1H-inden-4-yl)oxy]-3-pyridinyl}benzamide), [BH4-].[Na+] (sodium tetrahydroborate), [BH4-].[Na+] (sodium tetrahydroborate), CC(=O)C (acetone). Run in O1CCCC1 (tetrahydrofuran), O (water), O (water). Run at time 4 hour. The product is ClC=1C=C(C(=O)NC=2C=NC(=CC2)OC2=C3CCC(C3=CC=C2)O)C=CC1Cl (3,4-dichloro-N1-{6-[(1-hydroxy-2,3-dihydro-1H-inden-4-yl)oxy]-3-pyridinyl}benzamide). Yield: 69.6%. As a reaction SMILES: [Cl:1][C:2]1[CH:3]=[C:4]([CH:25]=[CH:26][C:27]=1[Cl:28])[C:5]([NH:7][C:8]1[CH:9]=[N:10][C:11]([O:14][C:15]2[CH:23]=[CH:22][CH:21]=[C:20]3[C:16]=2[CH2:17][CH2:18][C:19]3=[O:24])=[CH:12][CH:13]=1)=[O:6].[BH4-].[Na+].CC(C)=O>O1CCCC1.O>[Cl:1][C:2]1[CH:3]=[C:4]([CH:25]=[CH:26][C:27]=1[Cl:28])[C:5]([NH:7][C:8]1[CH:9]=[N:10][C:11]([O:14][C:15]2[CH:23]=[CH:22][CH:21]=[C:20]3[C:16]=2[CH2:17][CH2:18][CH:19]3[OH:24])=[CH:12][CH:13]=1)=[O:6] |f:1.2|. Procedure details: After 413 mg of 3,4-dichloro-N1-{6-[(1-oxo-2,3-dihydro-1H-inden-4-yl)oxy]-3-pyridinyl}benzamide was dissolved in a mixed solvent of 4 ml of tetrahydrofuran and 1 ml of water, 23 mg of sodium tetrahydroborate was added and the mixture was stirred at room temperature. After 4 hours, acetone was added to the reaction solution to decompose excess sodium tetrahydroborate. Then, water was added and the solution was extracted with ethyl acetate. The organic (ethyl acetate) layer was washed with a satur... The reactants are C[Al](C)C, Cc1ccccc1, COC(=O)c1cc2nc(NCc3ccccc3Cl)[nH]c2c2c1OC(C)(C)C2, Nc1cccc(C(F)(F)F)c1. Yields the product CC1(C)Cc2c(c(C(=O)Nc3cccc(C(F)(F)F)c3)cc3nc(NCc4ccccc4Cl)[nH]c23)O1. Reaction SMILES: [CH3:39][Al:40]([CH3:41])[CH3:42].[CH3:43][c:44]1[cH:45][cH:46][cH:47][cH:48][cH:49]1.[Cl:1][c:2]1[c:3]([CH2:4][NH:5][c:6]2[n:7][c:8]3[c:9]([nH:10]2)[c:11]2[c:15]([c:16]([C:18]([O:20][CH3:19])=[O:21])[cH:17]3)[O:14][C:13]([CH3:22])([CH3:23])[CH2:12]2)[cH:24][cH:25][cH:26][cH:27]1.[F:28][C:29]([c:30]1[cH:31][c:32]([NH2:33])[cH:34][cH:35][cH:36]1)([F:37])[F:38]>>[Cl:1][c:2]1[c:3]([CH2:4][NH:5][c:6]2[n:7][c:8]3[c:9]([nH:10]2)[c:11]2[c:15]([c:16]([C:18](=[O:20])[NH:33][c:32]4[cH:31][c:30]([C:29]([F:28])([F:37])[F:38])[cH:36][cH:35][cH:34]4)[cH:17]3)[O:14][C:13]([CH3:22])([CH3:23])[CH2:12]2)[cH:24][cH:25][cH:26][cH:27]1.